Task: describe an organic reaction: reactants, conditions, products, and yield. Dataset: the Open Reaction Database (ORD), a public repository of structured organic reaction records The reactants are CS(C)=O, C[Si](C)(C)CCCO, C#C, [K+], [OH-]. The product is C=COCCC[Si](C)(C)C. Reaction SMILES: [CH3:13][S:14]([CH3:15])=[O:16].[CH3:1][Si:2]([CH2:3][CH2:4][CH2:5][OH:6])([CH3:7])[CH3:8].[CH:11]#[CH:12].[K+:10].[OH-:9]>>[CH3:1][Si:2]([CH2:3][CH2:4][CH2:5][O:6][CH:11]=[CH2:12])([CH3:7])[CH3:8].